From a dataset of the Open Reaction Database (ORD), a public repository of structured organic reaction records. describe an organic reaction: reactants, conditions, products, and yield Reactants: C1(=CC=C(C=C1)S(=O)(=O)NC(=O)NCCC1=CC=C(C=C1)N1C(=NC=2C1=NC(=CC2C)C)CC)C2=CC=CC=C2 (3-{4-[2-({[(4-BIPHENYLSULFONYL)AMINO]CARBONYL}AMINO)ETHYL]PHENYL}-2-ETHYL-5,7-DIMETHYL-3H-IMIDAZO[4,5-b]PYRIDINE), C1(=CC=CC2=CC=CC=C12)S(=O)(=O)N (1-naphtylsulfonamide). Yields the product C(C)C1=NC=2C(=NC(=CC2C)C)N1C1=CC=C(C=C1)CCNC(=O)NS(=O)(=O)C1=CC=CC2=CC=CC=C12 (2-ETHYL-5,7-DIMETHYL-3-{4-[2-({[(1-NAPHTHYLSULFONYL)AMINO]CARBONYL}AMINO)ETHYL]PHENYL}-3H-IMIDAZO[4,5-b]PYRIDINE). RXN SMILES: [C:1]1([C:35]2[CH:40]=[CH:39][CH:38]=[CH:37][CH:36]=2)C=C[C:4]([S:7]([NH:10][C:11]([NH:13][CH2:14][CH2:15][C:16]2[CH:21]=[CH:20][C:19]([N:22]3[C:26]4=[N:27][C:28]([CH3:32])=[CH:29][C:30]([CH3:31])=[C:25]4[N:24]=[C:23]3[CH2:33][CH3:34])=[CH:18][CH:17]=2)=[O:12])(=[O:9])=[O:8])=[CH:3][CH:2]=1.C1(S(N)(=O)=O)C2C(=CC=CC=2)C=CC=1>>[CH2:33]([C:23]1[N:22]([C:19]2[CH:18]=[CH:17][C:16]([CH2:15][CH2:14][NH:13][C:11]([NH:10][S:7]([C:4]3[C:40]4[C:35](=[CH:36][CH:37]=[CH:38][CH:39]=4)[CH:1]=[CH:2][CH:3]=3)(=[O:8])=[O:9])=[O:12])=[CH:21][CH:20]=2)[C:26]2=[N:27][C:28]([CH3:32])=[CH:29][C:30]([CH3:31])=[C:25]2[N:24]=1)[CH3:34]. Procedure details: The title compound was prepared according to the procedure described in step 2 of Example 18 from phenyl 2-[4-(2-ethyl-5,7-dimethyl-3H-imidazo[4,5-b]pyridin-3-yl)phenyl]ethylcarbamate (step 1 of Example 18) and 1-naphtylsulfonamide (Arnswald, M.; Neumann, W. P. Chem. Ber., 1991, 124, 1997; Khorgami, M. H. Synthesis, 1972, 574). Starting materials: BrC=1C=C(C(=O)NC=2SC3=C(N2)C(=CC=C3N3CCOCC3)OC)C=CN1 (2-bromo-N-(4-methoxy-7-morpholin-4-yl-benzothiazol-2-yl)-isonicotinamide), [H-].[Na+] (sodium hydride), C(C)(C)O (isopropanol). The solvent is O1CCOCC1 (dioxane), CN(C)C=O (DMF). The product is C(C)(C)OC=1C=C(C(=O)NC=2SC3=C(N2)C(=CC=C3N3CCOCC3)OC)C=CN1 (2-Isopropoxy-N-(4-methoxy-7-morpholin-4-yl-benzothiazol-2-yl)-isonicotinamide). As a reaction SMILES: Br[C:2]1[CH:3]=[C:4]([CH:25]=[CH:26][N:27]=1)[C:5]([NH:7][C:8]1[S:9][C:10]2[C:16]([N:17]3[CH2:22][CH2:21][O:20][CH2:19][CH2:18]3)=[CH:15][CH:14]=[C:13]([O:23][CH3:24])[C:11]=2[N:12]=1)=[O:6].[H-].[Na+].[CH:30]([OH:33])([CH3:32])[CH3:31]>O1CCOCC1.CN(C=O)C>[CH:30]([O:33][C:2]1[CH:3]=[C:4]([CH:25]=[CH:26][N:27]=1)[C:5]([NH:7][C:8]1[S:9][C:10]2[C:16]([N:17]3[CH2:22][CH2:21][O:20][CH2:19][CH2:18]3)=[CH:15][CH:14]=[C:13]([O:23][CH3:24])[C:11]=2[N:12]=1)=[O:6])([CH3:32])[CH3:31] |f:1.2|. Procedure: From 2-bromo-N-(4-methoxy-7-morpholin-4-yl-benzothiazol-2-yl)-isonicotinamide with sodium hydride and isopropanol in dioxane and DMF. ES-MS m/e (%): 429 (M+H+, 100). Starting materials: filtrate 2X, O=C1N(CCC2=C1C(=CO2)C(=O)O)CC (4-oxo-5-ethyl-4,5,6,7-tetrahydrofuro[3,2-c]pyridine-3-carboxylic acid), C([O-])([O-])=O.[K+].[K+] (potassium carbonate), C([O-])([O-])=O.[Cs+].[Cs+] (cesium carbonate), ICC (iodoethane). Solvent: C(C)(=O)OCC (ethyl acetate), CN(C=O)C (N,N-dimethylformamide). Run at temperature 85 celsius. The product is O=C1N(CCC2=C1C(=CO2)C(=O)OCC)CC (Ethyl 4-oxo-5-ethyl-4,5,6,7-tetrahydrofuro[3,2-c]pyridine-3-carboxylate). Yield: 80.4%. As a reaction SMILES: [O:1]=[C:2]1[C:7]2[C:8]([C:11]([OH:13])=[O:12])=[CH:9][O:10][C:6]=2[CH2:5][CH2:4][N:3]1[CH2:14][CH3:15].C(=O)([O-])[O-].[K+].[K+].C(=O)([O-])[O-].[Cs+].[Cs+].I[CH2:29][CH3:30]>CN(C)C=O.C(OCC)(=O)C>[O:1]=[C:2]1[C:7]2[C:8]([C:11]([O:13][CH2:29][CH3:30])=[O:12])=[CH:9][O:10][C:6]=2[CH2:5][CH2:4][N:3]1[CH2:14][CH3:15] |f:1.2.3,4.5.6|. Procedure details: To a stirred solution of potassium hydroxide (3.79 g, 67.6 mmol) in methyl alcohol (15 mL) under Nitrogen at 0° C. was added dropwise a solution of N-ethyl-2,4-piperidione (9.54 g, 67.6 mmol) in methyl alcohol (20 mL). The mixture was stirred at 0° C. for 1 hour, then a solution of ethyl bromopyruvate (8.9 mL, 71 mmol) in methyl alcohol(50 mL) was added dropwise. After allowing the mixture to stir at ambient temperature for 2.5 hours, a 50% aqueous sodium hydroxide solution (10 mL) was added dro... Starting materials: Cc1cc(Cn2nc(C(F)(F)F)cc2C(F)(F)F)ccc1N, CC(=O)O, O=C1OC(=O)c2c(F)cccc21. Product: Cc1cc(Cn2nc(C(F)(F)F)cc2C(F)(F)F)ccc1N1C(=O)c2cccc(F)c2C1=O. As a reaction SMILES: [CH3:13][c:14]1[cH:15][c:16]([CH2:17][n:18]2[n:19][c:20]([C:27]([F:28])([F:29])[F:30])[cH:21][c:22]2[C:23]([F:24])([F:25])[F:26])[cH:31][cH:32][c:33]1[NH2:34].[CH3:35][C:36](=[O:37])[OH:38].[F:1][c:2]1[c:3]2[c:4]([cH:10][cH:11][cH:12]1)[C:5](=[O:6])[O:7][C:8]2=[O:9]>>[F:1][c:2]1[c:3]2[c:4]([cH:10][cH:11][cH:12]1)[C:5](=[O:7])[N:34]([c:33]1[c:14]([CH3:13])[cH:15][c:16]([CH2:17][n:18]3[n:19][c:20]([C:27]([F:28])([F:29])[F:30])[cH:21][c:22]3[C:23]([F:24])([F:25])[F:26])[cH:31][cH:32]1)[C:8]2=[O:9]. Starting materials: FC=1C=CC=C2C1C(=O)OC(N2)=O (6-fluoroisatoic anhydride), COC1=CC=C(N)C=C1 (4-methoxyaniline). Product: COC1=CC=C(C=C1)NC(C1=C(C=CC=C1F)N)=O (N-(4-Methoxyphenyl)-2-amino-6-fluorobenzamide). The yield is 81.7%. RXN SMILES: [F:1][C:2]1[CH:3]=[CH:4][CH:5]=[C:6]2[NH:12]C(=O)[O:10][C:8](=O)[C:7]=12.[CH3:14][O:15][C:16]1[CH:22]=[CH:21][C:19]([NH2:20])=[CH:18][CH:17]=1>>[CH3:14][O:15][C:16]1[CH:22]=[CH:21][C:19]([NH:20][C:8](=[O:10])[C:7]2[C:2]([F:1])=[CH:3][CH:4]=[CH:5][C:6]=2[NH2:12])=[CH:18][CH:17]=1. Procedure: Using the procedure described in Example 91, Part B, 6-fluoroisatoic anhydride (11 mmol) and 4-methoxyaniline (11 mmol) yielded 2.34 g (84%) of the title compound.